This data is from the Open Reaction Database (ORD), a public repository of structured organic reaction records. The task is: describe an organic reaction: reactants, conditions, products, and yield Reactants: C[O-].[K+] (potassium methylate), ClC1=CC=C(C(=O)C=2C(=C(C=CC2)CCCC(=O)O)C)C=C1 (4-(3'-p-chlorobenzoyl-2'-methyl-phenyl)-butyric acid). Solvent: CO (methanol). Product: COC1=CC=C(C(=O)C=2C(=C(C=CC2)CCCC(=O)O)C)C=C1 (4-(3'-p-methoxybenzoyl-2'-methyl-phenyl)-butyric acid). The yield is 72.3%. RXN SMILES: [CH3:1][O-:2].[K+].Cl[C:5]1[CH:25]=[CH:24][C:8]([C:9]([C:11]2[C:12]([CH3:23])=[C:13]([CH2:17][CH2:18][CH2:19][C:20]([OH:22])=[O:21])[CH:14]=[CH:15][CH:16]=2)=[O:10])=[CH:7][CH:6]=1>CO>[CH3:1][O:2][C:5]1[CH:25]=[CH:24][C:8]([C:9]([C:11]2[C:12]([CH3:23])=[C:13]([CH2:17][CH2:18][CH2:19][C:20]([OH:22])=[O:21])[CH:14]=[CH:15][CH:16]=2)=[O:10])=[CH:7][CH:6]=1 |f:0.1|. Reported procedure: 17.5 g of 89% potassium methylate were added under an inert atmosphere to a suspension of 7.5 g of 4-(3'-p-chlorobenzoyl-2'-methyl-phenyl)-butyric acid (Example V) in 75 ml of methanol and was then heated at 120°-130°C for 17 hours under pressure. After cooling to room temperature, the mixture was rinsed with water and the methanol was eliminated under reduced pressure. The residue was dissolved in water, treated hot with activated carbon, iced and filtered. The filtrate was acidified to a pH of... Yields the product NCCc1ccc(-c2csc(N=C(N)N)n2)o1. The reactants are N#CCc1ccc(-c2csc(N=C(N)N)n2)o1, CCOC(C)=O, [Na+], C1CCOC1, [OH-], O. Reaction SMILES: [C:1](#[N:2])[CH2:3][c:4]1[cH:5][cH:6][c:7](-[c:9]2[n:10][c:11]([N:14]=[C:15]([NH2:16])[NH2:17])[s:12][cH:13]2)[o:8]1.[CH3:18][CH2:19][O:20][C:21](=[O:22])[CH3:23].[Na+:26].[O:27]1[CH2:28][CH2:29][CH2:30][CH2:31]1.[OH-:25].[OH2:24]>>[CH2:1]([NH2:2])[CH2:3][c:4]1[cH:5][cH:6][c:7](-[c:9]2[n:10][c:11]([N:14]=[C:15]([NH2:16])[NH2:17])[s:12][cH:13]2)[o:8]1.